This data is from the Open Reaction Database (ORD), a public repository of structured organic reaction records. The task is: describe an organic reaction: reactants, conditions, products, and yield Solvent: C(C)O (ethanol). RXN SMILES: C([NH:11][CH2:12][CH2:13][CH2:14][CH2:15][C@H:16]([NH:20][CH:21]1[CH2:28][CH2:27][CH2:26][C:25]2[CH:29]=[CH:30][CH:31]=[CH:32][C:24]=2[N:23]([CH2:33][C:34]([OH:36])=[O:35])[C:22]1=[O:37])[C:17]([OH:19])=[O:18])(OCC1C=CC=CC=1)=O>C(O)C.[Pd]>[NH2:11][CH2:12][CH2:13][CH2:14][CH2:15][C@H:16]([NH:20][CH:21]1[CH2:28][CH2:27][CH2:26][C:25]2[CH:29]=[CH:30][CH:31]=[CH:32][C:24]=2[N:23]([CH2:33][C:34]([OH:36])=[O:35])[C:22]1=[O:37])[C:17]([OH:19])=[O:18]. The product is NCCCC[C@@H](C(=O)O)NC1C(N(C2=C(CCC1)C=CC=C2)CC(=O)O)=O (3-[(5-amino-1-(S)-carboxypentyl)amino]-1-carboxymethyl-3,4,5,6-tetrahydro-1-benzazocin-2-(1H)-one). Procedure: A solution of 3-[(5-carbobenzyloxyamino-1-(S)-carboxypentyl)amino]-1-carboxymethyl-3,4,5,6-tetrahydro-1-benzazocin-2(1H)-one (isomer B) (2.1 g) in ethanol (300 ml) is hydrogenated at atmospheric pressure using 5% palladium on charcoal (0.5 g) as catalyst. The catalyst is filtered off and the solvent is removed under reduced pressure to give 3-[(5-amino-1-(S)-carboxypentyl)amino]-1-carboxymethyl-3,4,5,6-tetrahydro-1-benzazocin-2-(1H)-one (Isomer B). Reagents/catalysts: [Pd] (palladium on charcoal). Reactants: C(=O)(OCC1=CC=CC=C1)NCCCC[C@@H](C(=O)O)NC1C(N(C2=C(CCC1)C=CC=C2)CC(=O)O)=O (3-[(5-carbobenzyloxyamino-1-(S)-carboxypentyl)amino]-1-carboxymethyl-3,4,5,6-tetrahydro-1-benzazocin-2(1H)-one). Starting materials: Cl.FC=1C=C(CN2N=CC(=C2)C2=CN(C3=NC=C(C=C32)C3=CC=C(C=C3)C3CCNCC3)S(=O)(=O)C3=CC=C(C)C=C3)C=CC1 (3-(1-(3-fluorobenzyl)-1H-pyrazol-4-yl)-5-(4-(piperidin-4-yl)phenyl)-1-tosyl-1H-pyrrolo[2,3-b]pyridine hydrochloride), FC=1C=C(CN2N=C(C(=C2C)C2=CN(C3=NC=C(C=C32)C=3C=C(C=CC3)NC3CCN(CC3)C(=O)OC(C)(C)C)S(=O)(=O)C3=CC=C(C)C=C3)C)C=CC1 (tert-butyl 4-((3-(3-(1-(3-fluorobenzyl)-3,5-dimethyl-1H-pyrazol-4-yl)-1-tosyl-1H-pyrrolo[2,3-b]pyridin-5-yl)phenyl)amino)piperidine-1-carboxylate), [OH-].[Li+] (lithium hydroxide). Run in C1CCOC1.CO.O (THF methanol water). Yields the product FC=1C=C(CN2N=C(C(=C2C)C2=CNC3=NC=C(C=C32)C=3C=C(C=CC3)NC3CCN(CC3)C(=O)OC(C)(C)C)C)C=CC1 (tert-butyl 4-((3-(3-(1-(3-fluorobenzyl)-3,5-dimethyl-1H-pyrazol-4-yl)-1H-pyrrolo[2,3-b]pyridin-5-yl)phenyl)amino)piperidine-1-carboxylate). The yield is 67.3%. As a reaction SMILES: Cl.FC1C=C(C=CC=1)CN1C=C(C2C3C(=NC=C(C4C=CC(C5CCNCC5)=CC=4)C=3)N(S(C3C=CC(C)=CC=3)(=O)=O)C=2)C=N1.[F:46][C:47]1[CH:48]=[C:49]([CH:97]=[CH:98][CH:99]=1)[CH2:50][N:51]1[C:55]([CH3:56])=[C:54]([C:57]2[C:65]3[C:60](=[N:61][CH:62]=[C:63]([C:66]4[CH:67]=[C:68]([NH:72][CH:73]5[CH2:78][CH2:77][N:76]([C:79]([O:81][C:82]([CH3:85])([CH3:84])[CH3:83])=[O:80])[CH2:75][CH2:74]5)[CH:69]=[CH:70][CH:71]=4)[CH:64]=3)[N:59](S(C3C=CC(C)=CC=3)(=O)=O)[CH:58]=2)[C:53]([CH3:96])=[N:52]1.[OH-].[Li+]>C1COCC1.CO.O>[F:46][C:47]1[CH:48]=[C:49]([CH:97]=[CH:98][CH:99]=1)[CH2:50][N:51]1[C:55]([CH3:56])=[C:54]([C:57]2[C:65]3[C:60](=[N:61][CH:62]=[C:63]([C:66]4[CH:67]=[C:68]([NH:72][CH:73]5[CH2:78][CH2:77][N:76]([C:79]([O:81][C:82]([CH3:83])([CH3:84])[CH3:85])=[O:80])[CH2:75][CH2:74]5)[CH:69]=[CH:70][CH:71]=4)[CH:64]=3)[NH:59][CH:58]=2)[C:53]([CH3:96])=[N:52]1 |f:0.1,3.4,5.6.7|. Procedure details: Using similar reaction conditions as described in step-iii of example-1, tert-butyl 4-((3-(3-(1-(3-fluorobenzyl)-3,5-dimethyl-1H-pyrazol-4-yl)-1-tosyl-1H-pyrrolo[2,3-b]pyridin-5-yl)phenyl)amino)piperidine-1-carboxylate (150 mg, 0.200 mmol) was hydrolyzed by lithium hydroxide (17 mg, 0.401 mmol) in THF/methanol/water (5/1/1 ml) to yield 80 mg (67.2% yield) of the titled compound after column purification using 2% methanol in DCM as eluent. MS: m/z=594.8 (M+1). Reactants: BrC1=NC=C(C(=O)O)C=C1 (6-bromonicotinic acid), Cl.C1(CC1)C=1C(=NC=C(C1)C1CC1)N1CCNCC1 (1-(3,5-dicyclopropylpyridin-2-yl)piperazine hydrochloride). The product is BrC1=CC=C(C=N1)C(=O)N1CCN(CC1)C1=NC=C(C=C1C1CC1)C1CC1 ((6-bromopyridin-3-yl)[4-(3,5-dicyclopropylpyridin-2-yl)piperazin-1-yl]methanone). The yield is 96.9%. As a reaction SMILES: [Br:1][C:2]1[CH:10]=[CH:9][C:5]([C:6]([OH:8])=O)=[CH:4][N:3]=1.Cl.[CH:12]1([C:15]2[C:16]([N:24]3[CH2:29][CH2:28][NH:27][CH2:26][CH2:25]3)=[N:17][CH:18]=[C:19]([CH:21]3[CH2:23][CH2:22]3)[CH:20]=2)[CH2:14][CH2:13]1>>[Br:1][C:2]1[N:3]=[CH:4][C:5]([C:6]([N:27]2[CH2:28][CH2:29][N:24]([C:16]3[C:15]([CH:12]4[CH2:13][CH2:14]4)=[CH:20][C:19]([CH:21]4[CH2:23][CH2:22]4)=[CH:18][N:17]=3)[CH2:25][CH2:26]2)=[O:8])=[CH:9][CH:10]=1 |f:1.2|. Reported procedure: By reaction and treatment in the same manner as in Preparation Example 1 and using 6-bromonicotinic acid (2 g) and 1-(3,5-dicyclopropylpyridin-2-yl)piperazine hydrochloride (3.2 g) described in Preparation Example 50, the title compound (4.1 g) was obtained. Reactants: CC=1N=C(C2=C(N1)CN(CC2)CC2=CC=CC=C2)N2CCCCC2 (2-methyl-7-(phenylmethyl)-4-piperidin-1-yl-5,6,7,8-tetrahydropyrido[3,4-d]pyrimidine), Cl (hydrochloric acid). The reagents and catalysts are [Pd] (palladium). Run in C(C)O (ethanol). Yields the product CC=1N=C(C2=C(N1)CNCC2)N2CCCCC2 (2-methyl-4-piperidin-1-yl-5,6,7,8-tetrahydropyrido[3,4-d]pyrimidine). Reaction SMILES: [CH3:1][C:2]1[N:3]=[C:4]([N:19]2[CH2:24][CH2:23][CH2:22][CH2:21][CH2:20]2)[C:5]2[CH2:11][CH2:10][N:9](CC3C=CC=CC=3)[CH2:8][C:6]=2[N:7]=1.Cl>C(O)C.[Pd]>[CH3:1][C:2]1[N:3]=[C:4]([N:19]2[CH2:24][CH2:23][CH2:22][CH2:21][CH2:20]2)[C:5]2[CH2:11][CH2:10][NH:9][CH2:8][C:6]=2[N:7]=1. Procedure: A solution of 2-methyl-7-(phenylmethyl)-4-piperidin-1-yl-5,6,7,8-tetrahydropyrido[3,4-d]pyrimidine (Preparation 88, 12 g) in ethanol (200 ml) was adjusted to pH 2 with concentrated hydrochloric acid, palladium (5% on carbon) was added and the reaction mixture was hydrogenated at 60 psi. The reaction mixture was filtered, and the filtrate concentrated in vacuo. Chloroform and sodium hydroxide (2 M solution) were added and the organic extracts were dried, and concentrated in vacuo. The crude resid... Procedure details: To a solution of 26.4 g. (0.137 mole) of 1-(chloropropoxy)-3-methyl-3-phospholene in 57 ml. of 1,2-dichlorobutane was added 30.4 g. (0.411 mole) of n-butanol. The mixture was heated under reflux for 4 hours and then the solvent was removed by evaporation. The residue was distilled under reduced pressure to obtain 15.4 g. (65.3% yield) of 1-butyl-3-methyl-3-phospholene-1-oxide in the form of a liquid having a boiling point of 106° - 116° C at 0.2 mm. of mercury. As a reaction SMILES: ClCCC[O:5][P:6]1[CH2:10][CH:9]=[C:8]([CH3:11])[CH2:7]1.Cl[CH2:13][CH:14](Cl)[CH2:15][CH3:16].C(O)CCC>>[CH2:13]([P:6]1(=[O:5])[CH2:10][CH:9]=[C:8]([CH3:11])[CH2:7]1)[CH2:14][CH2:15][CH3:16]. Isolated yield 65.3%. Yields the product C(CCC)P1(CC(=CC1)C)=O (1-butyl-3-methyl-3-phospholene-1-oxide). Reactants: ClCCCOP1CC(=CC1)C (1-(chloropropoxy)-3-methyl-3-phospholene), ClCC(CC)Cl (1,2-dichlorobutane), C(CCC)O (n-butanol). Reactants: C(C)(C)(C)OC(NCC#CC=1C=CC2=C(NC(CC3=C2N=C(N=C3)NC3=CC(=C(C=C3)OC)OC)=O)C1)=O ({3-[2-(3,4-dimethoxy-phenylamino)-6-oxo-6,7-dihydro-5H-benzo[b]pyrimido[4,5-d]azepin-9-yl]-prop-2-ynyl}-carbamic acid tert-butyl ester), C(C)(C)(C)OC(NCCCC=1C=CC2=C(NC(CC3=C2N=C(N=C3)NC3=CC(=C(C=C3)OC)OC)=O)C1)=O ({3-[2-(3,4-dimethoxy-phenylamino)-6-oxo-6,7-dihydro-5H-benzo[b]pyrimido[4,5-d]azepin-9-yl]-propyl}-carbamic acid tert-butyl ester). Product: NCCCC=1C=CC2=C(NC(CC3=C2N=C(N=C3)NC3=CC(=C(C=C3)OC)OC)=O)C1 (9-(3-Amino-propyl)-2-(3,4-dimethoxy-phenylamino)-5H,7H-benzo[b]pyrimido[4,5-d]azepin-6-one). RXN SMILES: C(OC(=O)[NH:7][CH2:8][C:9]#[C:10][C:11]1[CH:12]=[CH:13][C:14]2[C:20]3[N:21]=[C:22]([NH:25][C:26]4[CH:31]=[CH:30][C:29]([O:32][CH3:33])=[C:28]([O:34][CH3:35])[CH:27]=4)[N:23]=[CH:24][C:19]=3[CH2:18][C:17](=[O:36])[NH:16][C:15]=2[CH:37]=1)(C)(C)C.C(OC(=O)NCCCC1C=CC2C3N=C(NC4C=CC(OC)=C(OC)C=4)N=CC=3CC(=O)NC=2C=1)(C)(C)C>>[NH2:7][CH2:8][CH2:9][CH2:10][C:11]1[CH:12]=[CH:13][C:14]2[C:20]3[N:21]=[C:22]([NH:25][C:26]4[CH:31]=[CH:30][C:29]([O:32][CH3:33])=[C:28]([O:34][CH3:35])[CH:27]=4)[N:23]=[CH:24][C:19]=3[CH2:18][C:17](=[O:36])[NH:16][C:15]=2[CH:37]=1. Procedure: In a manner similar to that described for Method P, {3-[2-(3,4-dimethoxy-phenylamino)-6-oxo-6,7-dihydro-5H-benzo[b]pyrimido[4,5-d]azepin-9-yl]-prop-2-ynyl}-carbamic acid tert-butyl ester (I-39) was converted to {3-[2-(3,4-dimethoxy-phenylamino)-6-oxo-6,7-dihydro-5H-benzo[b]pyrimido[4,5-d]azepin-9-yl]-propyl}-carbamic acid tert-butyl ester (I-41: HRMS Calcd. for C28H33N5O5: 520.2559, found 520.2551), which was subsequently deprotected (Method K) to give I-50 (80%) HRMS Calcd. for C23H25N5O3: 420.... Starting materials: C1(=CC=CC=C1)C(C[SiH](Cl)Cl)C (3-(phenyl)-1,1-dichloro-1-silabutane), C(=C)C1=C(C=CC=C1)C=C (divinylbenzene). Reagents/catalysts: [H+].[H+].Cl[Pt-2](Cl)(Cl)(Cl)(Cl)Cl (chloroplatinic acid). Run in C(C)(C)O (isopropanol). Yields the product C1(=CC=CC=C1)C(C[Si](Cl)(Cl)C1=C(C(=C(C=C1)CC)CC)[Si](CC(C)C1=CC=CC=C1)(Cl)Cl)C (bis{(2-phenylpropyl)dichlorosilyl}diethylbenzene). Yield: 70.4%. RXN SMILES: [C:1]1([CH:7]([CH3:12])[CH2:8][SiH:9]([Cl:11])[Cl:10])[CH:6]=[CH:5][CH:4]=[CH:3][CH:2]=1.[CH:13]([C:15]1[CH:20]=[CH:19][CH:18]=[CH:17][C:16]=1[CH:21]=[CH2:22])=[CH2:14]>C(O)(C)C.[H+].[H+].Cl[Pt-2](Cl)(Cl)(Cl)(Cl)Cl>[C:1]1([CH:7]([CH3:12])[CH2:8][Si:9]([C:19]2[CH:18]=[CH:17][C:16]([CH2:21][CH3:22])=[C:15]([CH2:13][CH3:14])[C:20]=2[Si:9]([Cl:10])([Cl:11])[CH2:8][CH:7]([C:1]2[CH:2]=[CH:3][CH:4]=[CH:5][CH:6]=2)[CH3:12])([Cl:11])[Cl:10])[CH:6]=[CH:5][CH:4]=[CH:3][CH:2]=1 |f:3.4.5|. Procedure details: In the same apparatus and procedures as EXAMPLE 1, 18.5 g (0.084 mole) of 3-(phenyl)-1,1-dichloro-1-silabutane and 90 μl of 1% chloroplatinic acid solution in isopropanol were placed and then 5.0 g (0.038 mole) of divinylbenzene was added dropwise for 10 min. The solution was reacted for 6 hours at room temperature under the dry nitrogen atmosphere. Vacuum distillation gave 15.2 g (186°-188° C./0.03 mmHg) of bis{(2-phenylpropyl)dichlorosilyl}diethylbenzene in 70.4% yield. Starting materials: CC(C)(C)OC(=O)NCCNc1c([N+](=O)[O-])c(Cl)nc2ccccc12, [Na+], [Na+], O, O=S([O-])S(=O)[O-]. Yields the product CC(C)(C)OC(=O)NCCNc1c(N)c(Cl)nc2ccccc12. RXN SMILES: [Cl:9][c:10]1[n:11][c:12]2[cH:13][cH:14][cH:15][cH:16][c:17]2[c:18]([NH:23][CH2:24][CH2:25][NH:26][C:27]([O:28][C:29]([CH3:30])([CH3:31])[CH3:32])=[O:33])[c:19]1[N+:20]([O-:21])=[O:22].[Na+:7].[Na+:8].[OH2:34].[S:1]([S:2]([O-:3])=[O:4])([O-:5])=[O:6]>>[Cl:9][c:10]1[n:11][c:12]2[cH:13][cH:14][cH:15][cH:16][c:17]2[c:18]([NH:23][CH2:24][CH2:25][NH:26][C:27]([O:28][C:29]([CH3:30])([CH3:31])[CH3:32])=[O:33])[c:19]1[NH2:20]. Starting materials: COC1=CC=C(CS[C@H]2C[C@H](N(C2)C(=O)OCC2=CC=C(C=C2)[N+](=O)[O-])C(=O)O)C=C1 ((2S,4S)-4-(4-methoxybenzylthio)-1-(4-nitrobenzyloxycarbonyl)-2-pyrrolidinecarboxylic acid), C(C)(C)(C)OC(=O)NC1CCNCC1 (4-t-butoxycarbonylaminopiperidine), [N+](=O)([O-])C1=CC=C(COC(=O)NC(C)=N)C=C1 (N-(4-nitrobenzyloxycarbonyl)acetamidine). The product is S[C@H]1C[C@H](N(C1)C(=O)OCC1=CC=C(C=C1)[N+](=O)[O-])C(=O)N1CCC(CC1)NC(C)=NC(=O)OCC1=CC=C(C=C1)[N+](=O)[O-] ((2S,4S)-4-Mercapto-2-[4-(N-4-nitrobenzyloxycarbonylacetimidoyl)aminopiperidin-1-ylcarbonyl)-1-(4-nitrobenzyloxycarbonyl)pyrrolidine). Yield: 97.3%. RXN SMILES: COC1C=CC(C[S:8][C@@H:9]2[CH2:13][N:12]([C:14]([O:16][CH2:17][C:18]3[CH:23]=[CH:22][C:21]([N+:24]([O-:26])=[O:25])=[CH:20][CH:19]=3)=[O:15])[C@H:11]([C:27]([OH:29])=O)[CH2:10]2)=CC=1.C(OC(N[CH:40]1[CH2:45][CH2:44][NH:43][CH2:42][CH2:41]1)=O)(C)(C)C.[N+:46]([C:49]1[CH:62]=[CH:61][C:52]([CH2:53][O:54][C:55]([NH:57][C:58](=[NH:60])[CH3:59])=[O:56])=[CH:51][CH:50]=1)([O-:48])=[O:47]>>[SH:8][C@@H:9]1[CH2:13][N:12]([C:14]([O:16][CH2:17][C:18]2[CH:19]=[CH:20][C:21]([N+:24]([O-:26])=[O:25])=[CH:22][CH:23]=2)=[O:15])[C@H:11]([C:27]([N:43]2[CH2:44][CH2:45][CH:40]([NH:60][C:58](=[N:57][C:55]([O:54][CH2:53][C:52]3[CH:51]=[CH:50][C:49]([N+:46]([O-:48])=[O:47])=[CH:62][CH:61]=3)=[O:56])[CH3:59])[CH2:41][CH2:42]2)=[O:29])[CH2:10]1. Procedure details: Following a procedure similar to that described in Preparation 1, but using 446 mg of (2S,4S)-4-(4-methoxybenzylthio)-1-(4-nitrobenzyloxycarbonyl)-2-pyrrolidinecarboxylic acid, 220 mg of 4-t-butoxycarbonylaminopiperidine and 119 mg of N-(4-nitrobenzyloxycarbonyl)acetamidine, 307 mg of the title compound were obtained as a powder.